This data is from the Open Reaction Database (ORD), a public repository of structured organic reaction records. The task is: describe an organic reaction: reactants, conditions, products, and yield Starting materials: resultant mixture, Cl (hydrochloric acid), [Cl-].[Al+3].[Cl-].[Cl-] (aluminum chloride), C1(CCC(=O)O1)=O (succinic anhydride), [N+](=O)([O-])C (nitromethane), C(C)(=O)OC1=CCCCCCC1 (1-cyclooctenyl acetate). Run at time 4 hour. Yields the product O=C1C(C(CC1)=O)CCCCCCC(=O)O (7-(2,5-dioxocyclopentyl) heptanoic acid). Reaction SMILES: [Cl-].[Al+3].[Cl-].[Cl-].[C:5]1(=[O:11])[O:10][C:8](=O)[CH2:7][CH2:6]1.C([O:15][C:16]1[CH2:23][CH2:22][CH2:21][CH2:20][CH2:19][CH2:18][CH:17]=1)(=O)C.Cl.[N+](C)([O-])=[O:26]>>[O:26]=[C:21]1[CH2:22][CH2:23][C:16](=[O:15])[CH:20]1[CH2:19][CH2:18][CH2:17][CH2:8][CH2:7][CH2:6][C:5]([OH:10])=[O:11] |f:0.1.2.3|. Procedure: To a solution of 2.7 g of aluminum chloride in 15 ml of nitromethane, 1.0 g of succinic anhydride was added, and then 1.7 g of 1-cyclooctenyl acetate was added dropwise under cooling. The resultant mixture was stirred at room temperature overnight and refluxed with stirring for four hours. The mixture was cooled, poured into 50 ml of 1N hydrochloric acid containing ice, and extracted four times with 30 ml of ethyl acetate. The organic layer was extracted twice with 30 ml of a saturated aqueous s... Starting materials: CNC(=O)C=1N(N=CN1)CC1=C(N=C2N1C=C(C=C2)C)C2=CC=C(C=C2)C (2-(6-Methyl-2-p-tolyl-imidazo[1,2-a]pyridin-3-ylmethyl)-2H-[1,2,4]triazole-3-carboxylic acid methylamide), ClC1=CC=C(C=C1)C=1N=C2N(N=CC=C2)C1CN1C(=NC=C1)C(=O)OC (methyl 1-((2-(4-chlorophenyl)imidazo[1,2-b]pyridazin-3-yl)methyl)-1H-imidazole-2-carboxylate), N (ammonia). Yields the product ClC1=CC=C(C=C1)C=1N=C2N(N=CC=C2)C1CN1C(=NC=C1)C(=O)N (1-((2-(4-chlorophenyl)imidazo[1,2-b]pyridazin-3-yl)methyl)-1H-imidazole-2-carboxamide). As a reaction SMILES: C[NH:2]C(C1N(CC2N3C=C(C)C=CC3=NC=2C2C=CC(C)=CC=2)N=CN=1)=O.[Cl:28][C:29]1[CH:34]=[CH:33][C:32]([C:35]2[N:36]=[C:37]3[CH:42]=[CH:41][CH:40]=[N:39][N:38]3[C:43]=2[CH2:44][N:45]2[CH:49]=[CH:48][N:47]=[C:46]2[C:50]([O:52]C)=O)=[CH:31][CH:30]=1.N>>[Cl:28][C:29]1[CH:34]=[CH:33][C:32]([C:35]2[N:36]=[C:37]3[CH:42]=[CH:41][CH:40]=[N:39][N:38]3[C:43]=2[CH2:44][N:45]2[CH:49]=[CH:48][N:47]=[C:46]2[C:50]([NH2:2])=[O:52])=[CH:31][CH:30]=1. Procedure: The title compound was prepared according to the procedure described for compound 68 from methyl 1-((2-(4-chlorophenyl)imidazo[1,2-b]pyridazin-3-yl)methyl)-1H-imidazole-2-carboxylate and ammonia. 1H-NMR (CDCl3, 400 MHz, δ) 8.59 (d, J=4.4 Hz, 1H), 8.23 (d, J=9.2 Hz, 1H), 7.87 (s, 1H), 7.75 (d, J=8.5 Hz, 2H), 7.57 (s, 1H), 7.50 (d, J=8.4 Hz, 2H), 7.36 (dd, J=4.4, 9.2 Hz, 1H), 6.87 (s, 1H), 6.21 (s, 2H) ppm; m/e 353 (M+H)+. Starting materials: C(#N)C(O)C1=NC(=CC=C1)OC1=CC=CC=C1 (cyano(6-phenoxy-2-pyridinyl)methanol), C(=O)C1C(C1C(=O)O)(C)C (3-formyl-2,2-dimethylcyclopropane carboxylic acid), C1(=CC=C(C=C1)S(=O)(=O)O)C (p-toluene sulfonic acid), C1(CCCCC1)N=C=NC1CCCCC1 (dicyclohexyl carbodiimide). Run in N1=CC=CC=C1 (pyridine), N1=CC=CC=C1 (pyridine). The product is C(#N)C1(C(C1C=O)(C)C)CC1=NC(=CC=C1)OC1=CC=CC=C1 (Cyano((6-phenoxy-2-pyridinyl)methyl)-2,2-dimethyl-3-cyclopropanecarboxaldehyde). As a reaction SMILES: [C:1]([CH:3]([C:5]1[CH:10]=[CH:9][CH:8]=[C:7]([O:11][C:12]2[CH:17]=[CH:16][CH:15]=[CH:14][CH:13]=2)[N:6]=1)O)#N.[CH:18]([CH:20]1[CH:22](C(O)=O)[C:21]1([CH3:27])C)=[O:19].C1(C)C=CC(S(O)(=O)=O)=CC=1.[CH:39]1([N:45]=C=NC2CCCCC2)CCCCC1>N1C=CC=CC=1>[C:39]([C:1]1([CH2:3][C:5]2[CH:10]=[CH:9][CH:8]=[C:7]([O:11][C:12]3[CH:17]=[CH:16][CH:15]=[CH:14][CH:13]=3)[N:6]=2)[CH:20]([CH:18]=[O:19])[C:21]1([CH3:27])[CH3:22])#[N:45]. Reported procedure: To a 250 ml round bottom flask was added 6.0 g (26.7 mmol) of cyano(6-phenoxy-2-pyridinyl)methanol, 3.8 g (26.7 mmol) of 3-formyl-2,2-dimethylcyclopropane carboxylic acid and 60 ml of pyridine. The mixture was stirred to assure homogeneity and 0.28 g (1.45 mmol) of p-toluene sulfonic acid was added. Stirring was maintained for 15 minutes and then 6.30 g (30.4 mmol) of dicyclohexyl carbodiimide, dissolved in a minimum amount of pyridine, was added. The reaction mixture was stirred at room tempera... The reactants are ClC1=NC(=CN=C1)C1=CC=C(C=C1)C(F)(F)F (2-chloro-6-[4-(trifluoromethyl)phenyl]pyrazine), P(Br)(Br)Br (phosphorus tribromide), N (ammonia). The solvent is O (water). Yields the product BrC1=NC(=CN=C1)C1=CC=C(C=C1)C(F)(F)F (2-Bromo-6-[4-(trifluoromethyl)phenyl]pyrazine). RXN SMILES: Cl[C:2]1[CH:7]=[N:6][CH:5]=[C:4]([C:8]2[CH:13]=[CH:12][C:11]([C:14]([F:17])([F:16])[F:15])=[CH:10][CH:9]=2)[N:3]=1.P(Br)(Br)[Br:19].N>O>[Br:19][C:2]1[CH:7]=[N:6][CH:5]=[C:4]([C:8]2[CH:13]=[CH:12][C:11]([C:14]([F:17])([F:16])[F:15])=[CH:10][CH:9]=2)[N:3]=1. Reported procedure: To a flask containing 2-chloro-6-[4-(trifluoromethyl)phenyl]pyrazine (0.8 g, 3.1 mmol), was added phosphorus tribromide (20 mL) and the mixture heated at reflux for 6 h under nitrogen. The reaction mixture was cooled to room temperature prior to pouring carefully into iced water (400 mL), the resulting mixture was adjusted to pH 6–7 using aqueous ammonia and extracted with diethylether (3×250 mL). The organic solution was dried (MgSO4) and the solvent removed in vacuo to afford the title compoun... Starting materials: BrC1=C(C=C(C#N)C=C1)CBr (4-bromo-3-(bromomethyl)benzonitrile), N1CCSCC1 (thiomorpholine), C([O-])([O-])=O.[K+].[K+] (potassium carbonate). The solvent is CN(C)C=O (DMF). Reaction conditions: time 8 hour. The product is BrC1=C(C=C(C#N)C=C1)CN1CCSCC1 (4-Bromo-3-(thiomorpholinomethyl)benzonitrile). As a reaction SMILES: [Br:1][C:2]1[CH:9]=[CH:8][C:5]([C:6]#[N:7])=[CH:4][C:3]=1[CH2:10]Br.[NH:12]1[CH2:17][CH2:16][S:15][CH2:14][CH2:13]1.C(=O)([O-])[O-].[K+].[K+]>CN(C=O)C>[Br:1][C:2]1[CH:9]=[CH:8][C:5]([C:6]#[N:7])=[CH:4][C:3]=1[CH2:10][N:12]1[CH2:17][CH2:16][S:15][CH2:14][CH2:13]1 |f:2.3.4|. Procedure details: To a solution of 4-bromo-3-(bromomethyl)benzonitrile (0.95 g, 3.46 mmol) in DMF (13.40 ml) was added thiomorpholine (0.417 ml, 4.15 mmol) and potassium carbonate (0.573 g, 4.15 mmol). The reaction mixture was allowed to stir at RT overnight. The reaction mixture was poured onto water and extracted with EtOAc (×2). The organic extractions were combined, washed with brine (×3), dried (MgSO4) and evaporated to give a yellow oil. This was purified by flash silica chromatography (Biotage column) (elu... Starting materials: O=CO, CCCCCCN(C(=O)NCCCl)C1OC(CO)C(O)C(O)C1O, O=N[O-], [Na+]. The product is CCCCCCN(C(=O)N(CCCl)N=O)C1OC(CO)C(O)C(O)C1O. As a reaction SMILES: [CH:29]([OH:30])=[O:31].[Cl:1][CH2:2][CH2:3][NH:4][C:5](=[O:6])[N:7]([CH:8]1[CH:9]([OH:10])[CH:11]([OH:12])[CH:13]([OH:14])[CH:15]([CH2:17][OH:18])[O:16]1)[CH2:19][CH2:20][CH2:21][CH2:22][CH2:23][CH3:24].[N:25](=[O:26])[O-:27].[Na+:28]>>[Cl:1][CH2:2][CH2:3][N:4]([C:5](=[O:6])[N:7]([CH:8]1[CH:9]([OH:10])[CH:11]([OH:12])[CH:13]([OH:14])[CH:15]([CH2:17][OH:18])[O:16]1)[CH2:19][CH2:20][CH2:21][CH2:22][CH2:23][CH3:24])[N:25]=[O:26]. The reactants are C(C1=CC=CC=C1)OC=1C=C(C(=O)O)C=CC1 (3-benzyloxybenzoic acid), S(=O)(Cl)Cl (thionyl chloride). The solvent is C1(=CC=CC=C1)C (toluene). Reaction conditions: temperature 90 celsius. Product: C(C1=CC=CC=C1)OC=1C=C(C(=O)Cl)C=CC1 (3-benzyloxybenzoyl chloride). Yield: 682.7%. As a reaction SMILES: [CH2:1]([O:8][C:9]1[CH:10]=[C:11]([CH:15]=[CH:16][CH:17]=1)[C:12](O)=[O:13])[C:2]1[CH:7]=[CH:6][CH:5]=[CH:4][CH:3]=1.S(Cl)([Cl:20])=O>C1(C)C=CC=CC=1>[CH2:1]([O:8][C:9]1[CH:10]=[C:11]([CH:15]=[CH:16][CH:17]=1)[C:12]([Cl:20])=[O:13])[C:2]1[CH:7]=[CH:6][CH:5]=[CH:4][CH:3]=1. Procedure details: To a solution of 3-benzyloxybenzoic acid (22 g, 96 mmol) in toluene (200 ml) was added dropwise thionyl chloride (14.1 ml, 19 mmol). The reaction mixture was heated at 90° C. for 2 hours, cooled to ambient temperature and volatiles removed under reduced pressure to afford crude 3-benzyloxybenzoyl chloride (32 g, quant.). The crude 3-benzyloxybenzoyl chloride was dissolved in CH2Cl2 and added dropwise over 30 min., to a vigorously stirred solution of (R)-(-)-2-phenylglycinol (15.8 g, 115 mmol) an...